From a dataset of the Open Reaction Database (ORD), a public repository of structured organic reaction records. describe an organic reaction: reactants, conditions, products, and yield Reactants: FC(C1=C(C=O)C=CC(=C1)C(F)(F)F)(F)F (2,4-bis(trifluoromethyl)benzaldehyde), NC=1C=C2[C@H]3[C@@H](N4C2=C(C1)COCC4)CCN(C3)C(=O)OC(C)(C)C (tert-butyl (7bR,11aS)-6-amino-1,2,7b,10,11,11a-hexahydro-4H-[1,4]oxazepino[6,5,4-hi]pyrido[4,3-b]indole-9(8H)-carboxylate). The product is FC(C1=C(CNC=2C=C3[C@H]4[C@@H](N5C3=C(C2)COCC5)CCNC4)C=CC(=C1)C(F)(F)F)(F)F ((7bR,11aS)-N-[2,4-bis(trifluoromethyl)benzyl]-1,2,7b,8,9,10,11,11a-octahydro-4H-[1,4]oxazepino[6,5,4-hi]pyrido[4,3-b]indol-6-amine). RXN SMILES: [F:1][C:2]([F:16])([F:15])[C:3]1[CH:10]=[C:9]([C:11]([F:14])([F:13])[F:12])[CH:8]=[CH:7][C:4]=1[CH:5]=O.[NH2:17][C:18]1[CH:19]=[C:20]2[C:24]3=[C:25]([CH2:27][O:28][CH2:29][CH2:30][N:23]3[C@H:22]3[CH2:31][CH2:32][N:33](C(OC(C)(C)C)=O)[CH2:34][C@@H:21]23)[CH:26]=1>>[F:1][C:2]([F:16])([F:15])[C:3]1[CH:10]=[C:9]([C:11]([F:14])([F:13])[F:12])[CH:8]=[CH:7][C:4]=1[CH2:5][NH:17][C:18]1[CH:19]=[C:20]2[C:24]3=[C:25]([CH2:27][O:28][CH2:29][CH2:30][N:23]3[C@H:22]3[CH2:31][CH2:32][NH:33][CH2:34][C@@H:21]23)[CH:26]=1. Reported procedure: Using 2,4-bis(trifluoromethyl)benzaldehyde and following the procedures described in EXAMPLE 126, tert-butyl (7bR,11aS)-6-amino-1,2,7b,10,11,11a-hexahydro-4H-[1,4]oxazepino[6,5,4-hi]pyrido[4,3-b]indole-9(8H)-carboxylate from EXAMPLE 56, Part B was converted into the title compound of EXAMPLE 129. LRMS (ES)+: 472.4 (M+H)+. The reactants are C(C1=CC=CC=C1)OC(=O)C1=C(OC=2C=CC(=C3CC[C@](CC23)(C(=O)OC)NC(=O)OC(C)(C)C)Br)C=CC=C1 (methyl (S)-8-(2-benzyloxycarbonyl-phenoxy)-5-bromo-2-(tert.butoxycarbonylamino)-1,2,3,4-tetrahydro-naphthalene-2-carboxylate), [C-]#N.[K+] (potassium cyanide). Reagents/catalysts: C1(=CC=CC=C1)P([C-]1C=CC=C1)C1=CC=CC=C1.[C-]1(C=CC=C1)P(C1=CC=CC=C1)C1=CC=CC=C1.[Fe+2] (1,1'-bis-(diphenylphosphino)-ferrocene), C1=CC=C(C=C1)/C=C/C(=O)/C=C/C2=CC=CC=C2.C1=CC=C(C=C1)/C=C/C(=O)/C=C/C2=CC=CC=C2.[Pd].[Pd] (bis-(dibenzylideneacetone)-di-palladium). The solvent is CN(C(C)=O)C (N,N-dimethylacetamide). Run at time 15 hour. Product: C(C1=CC=CC=C1)OC(=O)C1=C(OC=2C=CC(=C3CC[C@](CC23)(C(=O)OC)NC(=O)OC(C)(C)C)C#N)C=CC=C1 (methyl (S)-8-(2-benzyloxycarbonyl-phenoxy)-2-(tert.butoxycarbonylamino)-5-cyano-1,2,3,4-tetrahydro-naphthalene-2-carboxylate). Isolated yield 8.6%. Reaction SMILES: [CH2:1]([O:8][C:9]([C:11]1[CH:40]=[CH:39][CH:38]=[CH:37][C:12]=1[O:13][C:14]1[CH:15]=[CH:16][C:17](Br)=[C:18]2[C:23]=1[CH2:22][C@:21]([NH:28][C:29]([O:31][C:32]([CH3:35])([CH3:34])[CH3:33])=[O:30])([C:24]([O:26][CH3:27])=[O:25])[CH2:20][CH2:19]2)=[O:10])[C:2]1[CH:7]=[CH:6][CH:5]=[CH:4][CH:3]=1.[C-:41]#[N:42].[K+]>CN(C)C(=O)C.C1(P(C2C=CC=CC=2)[C-]2C=CC=C2)C=CC=CC=1.[C-]1(P(C2C=CC=CC=2)C2C=CC=CC=2)C=CC=C1.[Fe+2].C1C=CC(/C=C/C(/C=C/C2C=CC=CC=2)=O)=CC=1.C1C=CC(/C=C/C(/C=C/C2C=CC=CC=2)=O)=CC=1.[Pd].[Pd]>[CH2:1]([O:8][C:9]([C:11]1[CH:40]=[CH:39][CH:38]=[CH:37][C:12]=1[O:13][C:14]1[CH:15]=[CH:16][C:17]([C:41]#[N:42])=[C:18]2[C:23]=1[CH2:22][C@:21]([NH:28][C:29]([O:31][C:32]([CH3:35])([CH3:34])[CH3:33])=[O:30])([C:24]([O:26][CH3:27])=[O:25])[CH2:20][CH2:19]2)=[O:10])[C:2]1[CH:7]=[CH:6][CH:5]=[CH:4][CH:3]=1 |f:1.2,4.5.6,7.8.9.10|. Reported procedure: A mixture of 90.0 mg (0.147 mmol) of methyl (S)-8-(2-benzyloxycarbonyl-phenoxy)-5-bromo-2-(tert.butoxycarbonylamino)-1,2,3,4-tetrahydro-naphthalene-2-carboxylate, 19.2 mg (0.295 mmol) of potassium cyanide, 6.5 mg (11.8 μmol) of 1,1'-bis-(diphenylphosphino)-ferrocene and 3,0 mg (2.9 μmol) of bis-(dibenzylideneacetone)-di-palladium (Pd2 dba3) in 0.2 ml of N,N-dimethylacetamide was stirred at 800 under argon for 15 hours, cooled and filtered over Celite, whereupon the filtrate was evaporated. The r... Starting materials: O=C([O-])[O-], C1COCCO1, O=C1COC2(CCN(Cc3cc4nc(Cl)nc(N5CCOCC5)c4s3)CC2)CN1, [Cs+], [Cs+], O, O=S(=O)(c1ccccc1)n1cc(B(O)O)c2ccccc21, c1ccc(P(c2ccccc2)(c2ccccc2)[Pd](P(c2ccccc2)(c2ccccc2)c2ccccc2)(P(c2ccccc2)(c2ccccc2)c2ccccc2)P(c2ccccc2)(c2ccccc2)c2ccccc2)cc1. The product is O=C1COC2(CCN(Cc3cc4nc(-c5cn(S(=O)(=O)c6ccccc6)c6ccccc56)nc(N5CCOCC5)c4s3)CC2)CN1. As a reaction SMILES: [C:51](=[O:52])([O-:53])[O-:54].[CH2:57]1[O:58][CH2:59][CH2:60][O:61][CH2:62]1.[Cl:1][c:2]1[n:3][c:4]([N:24]2[CH2:25][CH2:26][O:27][CH2:28][CH2:29]2)[c:5]2[c:6]([n:7]1)[cH:8][c:9]([CH2:11][N:12]1[CH2:13][CH2:14][C:15]3([CH2:16][NH:17][C:18](=[O:21])[CH2:19][O:20]3)[CH2:22][CH2:23]1)[s:10]2.[Cs+:55].[Cs+:56].[OH2:63].[c:30]1([S:36](=[O:37])(=[O:38])[n:39]2[cH:40][c:41]([B:48]([OH:49])[OH:50])[c:42]3[cH:43][cH:44][cH:45][cH:46][c:47]23)[cH:31][cH:32][cH:33][cH:34][cH:35]1.[cH:64]1[cH:65][cH:66][c:67]([P:68]([Pd:69]([P:70]([c:71]2[cH:72][cH:73][cH:74][cH:75][cH:76]2)([c:77]2[cH:78][cH:79][cH:80][cH:81][cH:82]2)[c:83]2[cH:84][cH:85][cH:86][cH:87][cH:88]2)([P:89]([c:90]2[cH:91][cH:92][cH:93][cH:94][cH:95]2)([c:96]2[cH:97][cH:98][cH:99][cH:100][cH:101]2)[c:102]2[cH:103][cH:104][cH:105][cH:106][cH:107]2)[P:108]([c:109]2[cH:110][cH:111][cH:112][cH:113][cH:114]2)([c:115]2[cH:116][cH:117][cH:118][cH:119][cH:120]2)[c:121]2[cH:122][cH:123][cH:124][cH:125][cH:126]2)([c:127]2[cH:128][cH:129][cH:130][cH:131][cH:132]2)[c:133]2[cH:134][cH:135][cH:136][cH:137][cH:138]2)[cH:139][cH:140]1>>[c:2]1(-[c:41]2[cH:40][n:39]([S:36]([c:30]3[cH:31][cH:32][cH:33][cH:34][cH:35]3)(=[O:37])=[O:38])[c:47]3[c:42]2[cH:43][cH:44][cH:45][cH:46]3)[n:3][c:4]([N:24]2[CH2:25][CH2:26][O:27][CH2:28][CH2:29]2)[c:5]2[c:6]([n:7]1)[cH:8][c:9]([CH2:11][N:12]1[CH2:13][CH2:14][C:15]3([CH2:16][NH:17][C:18](=[O:21])[CH2:19][O:20]3)[CH2:22][CH2:23]1)[s:10]2. Reactants: CCOC(C)=O, O=C=Nc1ccc(F)cc1, Nc1ccc(Oc2ccnc3[nH]ccc23)cc1. Product: O=C(Nc1ccc(F)cc1)Nc1ccc(Oc2ccnc3[nH]ccc23)cc1. As a reaction SMILES: [CH3:28][CH2:29][O:30][C:31](=[O:32])[CH3:33].[F:18][c:19]1[cH:20][cH:21][c:22]([N:25]=[C:26]=[O:27])[cH:23][cH:24]1.[nH:1]1[cH:2][cH:3][c:4]2[c:5]1[n:6][cH:7][cH:8][c:9]2[O:10][c:11]1[cH:12][cH:13][c:14]([NH2:15])[cH:16][cH:17]1>>[nH:1]1[cH:2][cH:3][c:4]2[c:5]1[n:6][cH:7][cH:8][c:9]2[O:10][c:11]1[cH:12][cH:13][c:14]([NH:15][C:26]([NH:25][c:22]2[cH:21][cH:20][c:19]([F:18])[cH:24][cH:23]2)=[O:27])[cH:16][cH:17]1. Starting materials: [Cl-].BrC=1C(=C(C(=O)N)C(=C(C1)OC)OC)OC (3-Bromo-2,5,6-trimethoxybenzamide chloride), C(C1=CC=CC=C1)(C1=CC=CC=C1)(C1=CC=CC=C1)N1[C@@H](CCC1)CN ((S)-(-)-1-trityl-2-aminomethylpyrrolidine). Run in ClCCl (dichloromethane). Product: BrC=1C(=C(C(=O)NC[C@H]2NCCC2)C(=C(C1)OC)OC)OC ((S)-(+)-3-bromo-N-(2-pyrrolidinylmethyl)-2,5,6-trimethoxybenzamide). The yield is 79.2%. As a reaction SMILES: [Cl-].[Br:2][C:3]1[C:4]([O:16][CH3:17])=[C:5]([C:9]([O:14][CH3:15])=[C:10]([O:12][CH3:13])[CH:11]=1)[C:6]([NH2:8])=[O:7].C([N:37]1[CH2:41][CH2:40][CH2:39][C@H:38]1[CH2:42]N)(C1C=CC=CC=1)(C1C=CC=CC=1)C1C=CC=CC=1>ClCCl>[Br:2][C:3]1[C:4]([O:16][CH3:17])=[C:5]([C:9]([O:14][CH3:15])=[C:10]([O:12][CH3:13])[CH:11]=1)[C:6]([NH:8][CH2:42][C@@H:38]1[CH2:39][CH2:40][CH2:41][NH:37]1)=[O:7] |f:0.1|. Procedure: 3-Bromo-2,5,6-trimethoxybenzamide chloride (1.48 g, 4.8 mmol) was reacted with (S)-(-)-1-trityl-2-aminomethylpyrrolidine (1.51 g, 4.4 mmol) in 10 ml dichloromethane at room temperature for 1 h. The solvent was evaporated and the residue was treated with 10 ml ethanol and 0.1 ml conc. HCl during 1 h. After evaporation the residue was partitioned between 0.5M HCl and Et2O. The aqueous phase was made alkaline, extracted with dichloromethane, dried (Na2SO4) and evaporated to give 1.30 g (79%) (S)-(+... Starting materials: ClC/C=C/C(=O)N1CC2=C(C3=C(N=CN=C3NC3=CC(=C(C=C3)Cl)Cl)S2)CC1 (7-[(2E)-4-Chlorobut-2-enoyl]-N-(3,4-dichlorophenyl)-5,6,7,8-tetrahydropyrido[4′,3′:4,5]thieno[2,3-d]pyrimidin-4-amine), CCN(C(C)C)C(C)C (DIPEA), Cl.O1CCNCCC1 (1,4-oxazepane hydrochloride). Run in CN(C)C=O (DMF). Conditions: time 1 hour. The product is ClC=1C=C(C=CC1Cl)NC=1C2=C(N=CN1)SC1=C2CCN(C1)C(\C=C\CN1CCOCCC1)=O (N-(3,4-Dichlorophenyl)-7-[(2E)-4-(1,4-oxazepan-4-yl)but-2-enoyl]-5,6,7,8-tetrahydropyrido[4′,3′:4,5]thieno[2,3-d]pyrimidin-4-amine). The yield is 79.6%. As a reaction SMILES: Cl[CH2:2]/[CH:3]=[CH:4]/[C:5]([N:7]1[CH2:28][CH2:27][C:10]2[C:11]3[C:16]([NH:17][C:18]4[CH:23]=[CH:22][C:21]([Cl:24])=[C:20]([Cl:25])[CH:19]=4)=[N:15][CH:14]=[N:13][C:12]=3[S:26][C:9]=2[CH2:8]1)=[O:6].CCN(C(C)C)C(C)C.Cl.[O:39]1[CH2:45][CH2:44][CH2:43][NH:42][CH2:41][CH2:40]1>CN(C=O)C>[Cl:25][C:20]1[CH:19]=[C:18]([NH:17][C:16]2[C:11]3[C:10]4[CH2:27][CH2:28][N:7]([C:5](=[O:6])/[CH:4]=[CH:3]/[CH2:2][N:42]5[CH2:43][CH2:44][CH2:45][O:39][CH2:40][CH2:41]5)[CH2:8][C:9]=4[S:26][C:12]=3[N:13]=[CH:14][N:15]=2)[CH:23]=[CH:22][C:21]=1[Cl:24] |f:2.3|. Procedure: To a solution of Example 59A (100 mg, 0.201 mmol) in DMF (2 mL) and DIPEA (0.10 mL, 0.60 mmol) was added 1,4-oxazepane hydrochloride (55 mg, 0.40 mmol). The mixture was stirred for 1 h at rt and then heated for 1 h to 50° C. The reaction mixture was directly separated by preparative HPLC. The product crystallized upon trituration with dichloromethane. The solvent was removed in vacuo to yield 83 mg (80%) of the title compound. Reactants: CN1N=CC(=C1S(=O)(=O)Cl)C(=O)OCC (1-methyl-4-ethoxycarbonylpyrazole-5-sulfonylchloride), [O-]C#N.[Na+] (sodium cyanate), NC1=NC(=CC(=N1)OC)OC (2-amino-4,6-dimethoxypyrimidine), N1=CC=CC=C1 (pyridine). The solvent is C(C)#N (acetonitrile). Reaction conditions: temperature 45 celsius, time 2 hour. Yields the product COC1=NC(=NC(=C1)OC)NC(=O)NS(=O)(=O)C1=C(C=NN1C)C(=O)OCC (N-[(4,6-dimethoxypyrimidin-2-yl)amino-carbonyl]-4-ethoxycarbonyl-1-methylpyrazole-5-sulfonamide). Isolated yield 98.0%. RXN SMILES: [O-:1][C:2]#[N:3].[Na+].[NH2:5][C:6]1[N:11]=[C:10]([O:12][CH3:13])[CH:9]=[C:8]([O:14][CH3:15])[N:7]=1.N1C=CC=CC=1.[CH3:22][N:23]1[C:27]([S:28](Cl)(=[O:30])=[O:29])=[C:26]([C:32]([O:34][CH2:35][CH3:36])=[O:33])[CH:25]=[N:24]1>C(#N)C>[CH3:13][O:12][C:10]1[CH:9]=[C:8]([O:14][CH3:15])[N:7]=[C:6]([NH:5][C:2]([NH:3][S:28]([C:27]2[N:23]([CH3:22])[N:24]=[CH:25][C:26]=2[C:32]([O:34][CH2:35][CH3:36])=[O:33])(=[O:30])=[O:29])=[O:1])[N:11]=1 |f:0.1|. Procedure details: 7.27 g of anhydrous sodium cyanate, 15.78 g of 2-amino-4,6-dimethoxypyrimidine, 8.04 g of pyridine and 40 g of dry acetonitrile were mixed together and the mixture was warmed to 45° C. under nitrogen atmosphere. To this mixture was added 28.46 g of 1-methyl-4-ethoxycarbonylpyrazole-5-sulfonylchloride over 2 hours and the reaction mixture was stirred for further 2 hours while maintaining the temperature of 45° C. After the completion of the reaction was identified by liquid chromatography, the re... Reactants: ClC=1C=CC2=C(C=3N(C=4C=CC=C(C4C3)F)C(O2)CO)N1 ((2-chloro-11-fluoro-6H-pyrido[2′,3′:5,6][1,3]oxazino[3,4-a]indol-6-yl)methanol), COC1=CC=C(C=N1)C=1OC2=C(C1C(=O)NC)C=C(C(=C2)N(S(=O)(=O)C)C)B2OC(C(O2)(C)C)(C)C (2-(6-methoxypyridin-3-yl)-N-methyl-6-(N-methylmethylsulfonamido)-5-(4,4,5,5-tetramethyl-1,3,2-dioxaborolan-2-yl)benzofuran-3-carboxamide), C([O-])([O-])=O.[Na+].[Na+] (sodium carbonate), CC(C)C1=CC(=C(C(=C1)C(C)C)C2=C(C=CC=C2)P(C3CCCCC3)C4CCCCC4)C(C)C (X-Phos). Reagents/catalysts: C=1C=CC(=CC1)/C=C/C(=O)/C=C/C2=CC=CC=C2.C=1C=CC(=CC1)/C=C/C(=O)/C=C/C2=CC=CC=C2.C=1C=CC(=CC1)/C=C/C(=O)/C=C/C2=CC=CC=C2.[Pd].[Pd] (Pd2(dba)3). Run in O1CCOCC1 (1,4-dioxane), O (water). Reaction conditions: temperature 70 celsius. The product is FC=1C=2C=C3N(C2C=CC1)C(OC1=C3N=C(C=C1)C=1C(=CC3=C(C(=C(O3)C=3C=NC(=CC3)OC)C(=O)NC)C1)N(S(=O)(=O)C)C)CO (5-(11-fluoro-6-(hydroxymethyl)-6H-pyrido[2′,3′:5,6][1,3]oxazino[3,4-a]indol-2-yl)-2-(6-methoxypyridin-3-yl)-N-methyl-6-(N-methylmethylsulfonamido)benzofuran-3-carboxamide). The yield is 47.0%. RXN SMILES: Cl[C:2]1[CH:3]=[CH:4][C:5]2[O:18][CH:17]([CH2:19][OH:20])[N:8]3[C:9]4[CH:10]=[CH:11][CH:12]=[C:13]([F:16])[C:14]=4[CH:15]=[C:7]3[C:6]=2[N:21]=1.[CH3:22][O:23][C:24]1[N:29]=[CH:28][C:27]([C:30]2[O:31][C:32]3[CH:42]=[C:41]([N:43]([CH3:48])[S:44]([CH3:47])(=[O:46])=[O:45])[C:40](B4OC(C)(C)C(C)(C)O4)=[CH:39][C:33]=3[C:34]=2[C:35]([NH:37][CH3:38])=[O:36])=[CH:26][CH:25]=1.C(=O)([O-])[O-].[Na+].[Na+].CC(C1C=C(C(C)C)C(C2C=CC=CC=2P(C2CCCCC2)C2CCCCC2)=C(C(C)C)C=1)C>O1CCOCC1.O.C1C=CC(/C=C/C(/C=C/C2C=CC=CC=2)=O)=CC=1.C1C=CC(/C=C/C(/C=C/C2C=CC=CC=2)=O)=CC=1.C1C=CC(/C=C/C(/C=C/C2C=CC=CC=2)=O)=CC=1.[Pd].[Pd]>[F:16][C:13]1[C:14]2[CH:15]=[C:7]3[C:6]4[N:21]=[C:2]([C:40]5[C:41]([N:43]([CH3:48])[S:44]([CH3:47])(=[O:46])=[O:45])=[CH:42][C:32]6[O:31][C:30]([C:27]7[CH:28]=[N:29][C:24]([O:23][CH3:22])=[CH:25][CH:26]=7)=[C:34]([C:35]([NH:37][CH3:38])=[O:36])[C:33]=6[CH:39]=5)[CH:3]=[CH:4][C:5]=4[O:18][CH:17]([CH2:19][OH:20])[N:8]3[C:9]=2[CH:10]=[CH:11][CH:12]=1 |f:2.3.4,8.9.10.11.12|. Reported procedure: To a solution of (S or R)-(2-chloro-11-fluoro-6H-pyrido[2′,3′:5,6][1,3]oxazino[3,4-a]indol-6-yl)methanol (35 mg, 0.115 mmol), 2-(6-methoxypyridin-3-yl)-N-methyl-6-(N-methylmethylsulfonamido)-5-(4,4,5,5-tetramethyl-1,3,2-dioxaborolan-2-yl)benzofuran-3-carboxamide (50 mg, 0.097 mmol) and sodium carbonate (20 mg, 0.188 mmol) in 2 mL of 1,4-dioxane and 0.2 mL of water was added Pd2(dba)3 (10 mg) and X-Phos (10 mg) under nitrogen. The reaction mixture was heated at 70° C. for 16 hours and concentrate... Reactants: Cl.ClCCN1CCOCC1 (4-(2-chloroethyl)morpholine hydrochloride), FC1=C(C=C(C=C1)F)C1N(CCC1)C=1C=CC=2N(N1)C(=CN2)C=2C=NNC2 (6-(2-(2,5-difluorophenyl)pyrrolidin-1-yl)-3-(1H-pyrazol-4-yl)imidazo[1,2-b]pyridazine), C([O-])([O-])=O.[Cs+].[Cs+] (cesium carbonate). Solvent: CN(C)C=O (DMF). The product is FC1=C(C=C(C=C1)F)C1N(CCC1)C=1C=CC=2N(N1)C(=CN2)C=2C=NN(C2)CCN2CCOCC2 (4-(2-(4-(6-(2-(2,5-difluorophenyl)pyrrolidin-1-yl)imidazo[1,2-b]pyridazin-3-yl)-1H-pyrazol-1-yl)ethyl)morpholine). As a reaction SMILES: Cl.Cl[CH2:3][CH2:4][N:5]1[CH2:10][CH2:9][O:8][CH2:7][CH2:6]1.[F:11][C:12]1[CH:17]=[CH:16][C:15]([F:18])=[CH:14][C:13]=1[CH:19]1[CH2:23][CH2:22][CH2:21][N:20]1[C:24]1[CH:25]=[CH:26][C:27]2[N:28]([C:30]([C:33]3[CH:34]=[N:35][NH:36][CH:37]=3)=[CH:31][N:32]=2)[N:29]=1.C(=O)([O-])[O-].[Cs+].[Cs+]>CN(C=O)C>[F:11][C:12]1[CH:17]=[CH:16][C:15]([F:18])=[CH:14][C:13]=1[CH:19]1[CH2:23][CH2:22][CH2:21][N:20]1[C:24]1[CH:25]=[CH:26][C:27]2[N:28]([C:30]([C:33]3[CH:37]=[N:36][N:35]([CH2:3][CH2:4][N:5]4[CH2:10][CH2:9][O:8][CH2:7][CH2:6]4)[CH:34]=3)=[CH:31][N:32]=2)[N:29]=1 |f:0.1,3.4.5|. Reported procedure: In step 7-2, 4-(2-chloroethyl)morpholine hydrochloride (40 mg, 0.2 mmol) was added to a solution of 6-(2-(2,5-difluorophenyl)pyrrolidin-1-yl)-3-(1H-pyrazol-4-yl)imidazo[1,2-b]pyridazine (7-1) (35 mg, 0.1 mmol) and cesium carbonate (100 mg, 0.35 mmol) in DMF (5 mL). The reaction mixture was stirred at room temperature over-night and the DMF was then removed using a rotary evaporator. The resulting residue was reconstituted in ethyl acetate (30 mL) and the organic layer extracted with brine and th...